Task: describe an organic reaction: reactants, conditions, products, and yield. Dataset: the Open Reaction Database (ORD), a public repository of structured organic reaction records Starting materials: original process solvent, C1(C=CC(C=C1)=O)=O (p-benzoquinone), [OH-].[Na+] (sodium hydroxide). Yields the product C1(C=CC(C=C1)=O)=O.[OH-].[Na+] (p-Benzoquinone Sodium Hydroxide). Reaction SMILES: [C:1]1(=[O:8])[CH:6]=[CH:5][C:4](=[O:7])[CH:3]=[CH:2]1.[OH-:9].[Na+:10]>>[C:1]1(=[O:8])[CH:6]=[CH:5][C:4](=[O:7])[CH:3]=[CH:2]1.[OH-:9].[Na+:10] |f:1.2,3.4.5|. Procedure: To a slurry of 3 g of Illinois no. 6 coal in 3 g of original process solvent was added 0.03 g of p-benzoquinone and 0.03 g of sodium hydroxide. The mixture was treated under hydroliquefaction conditions of Example 1. The reactants are O=C(n1ccnc1)n1ccnc1, ClCCCl, COCCNCc1cc(Br)cnc1N. RXN SMILES: [C:1](=[O:2])([n:3]1[cH:4][cH:5][n:6][cH:7]1)[n:8]1[cH:9][cH:10][n:11][cH:12]1.[Cl:27][CH2:28][CH2:29][Cl:30].[NH2:13][c:14]1[n:15][cH:16][c:17]([Br:26])[cH:18][c:19]1[CH2:20][NH:21][CH2:22][CH2:23][O:24][CH3:25]>>[C:1]1(=[O:2])[NH:13][c:14]2[n:15][cH:16][c:17]([Br:26])[cH:18][c:19]2[CH2:20][N:21]1[CH2:22][CH2:23][O:24][CH3:25]. The product is COCCN1Cc2cc(Br)cnc2NC1=O. Starting materials: CO, CS(=O)(=O)c1cc(C(=O)N2CCC3(CC2)Oc2ccccc2-n2cccc23)ccc1F, [H-], [Na+], CN(C)C=O. The product is COc1ccc(C(=O)N2CCC3(CC2)Oc2ccccc2-n2cccc23)cc1S(C)(=O)=O. Reaction SMILES: [CH3:32][OH:33].[F:1][c:2]1[c:3]([S:28](=[O:29])(=[O:30])[CH3:31])[cH:4][c:5]([C:8](=[O:9])[N:10]2[CH2:11][CH2:12][C:13]3([CH2:14][CH2:15]2)[O:16][c:17]2[c:18]([cH:24][cH:25][cH:26][cH:27]2)-[n:19]2[c:20]3[cH:21][cH:22][cH:23]2)[cH:6][cH:7]1.[H-:35].[Na+:34].[O:36]=[CH:37][N:38]([CH3:39])[CH3:40]>>[c:2]1([O:33][CH3:32])[c:3]([S:28](=[O:29])(=[O:30])[CH3:31])[cH:4][c:5]([C:8](=[O:9])[N:10]2[CH2:11][CH2:12][C:13]3([CH2:14][CH2:15]2)[O:16][c:17]2[c:18]([cH:24][cH:25][cH:26][cH:27]2)-[n:19]2[c:20]3[cH:21][cH:22][cH:23]2)[cH:6][cH:7]1. Reactants: Nc1cnc(Oc2cnc3ccccc3c2)c(Cl)c1, Cc1ccc(S(=O)(=O)Cl)cc1F. Product: Cc1ccc(S(=O)(=O)Nc2cnc(Oc3cnc4ccccc4c3)c(Cl)c2)cc1F. As a reaction SMILES: [Cl:1][c:2]1[cH:3][c:4]([NH2:19])[cH:5][n:6][c:7]1[O:8][c:9]1[cH:10][n:11][c:12]2[cH:13][cH:14][cH:15][cH:16][c:17]2[cH:18]1.[F:20][c:21]1[cH:22][c:23]([S:28](=[O:29])(=[O:30])[Cl:31])[cH:24][cH:25][c:26]1[CH3:27]>>[Cl:1][c:2]1[cH:3][c:4]([NH:19][S:28]([c:23]2[cH:22][c:21]([F:20])[c:26]([CH3:27])[cH:25][cH:24]2)(=[O:29])=[O:30])[cH:5][n:6][c:7]1[O:8][c:9]1[cH:10][n:11][c:12]2[cH:13][cH:14][cH:15][cH:16][c:17]2[cH:18]1. The reactants are OB(O)c1ccc(F)c(Cl)c1, O=C1CCCc2cc(OS(=O)(=O)C(F)(F)F)ccc21. Yields the product O=C1CCCc2cc(-c3ccc(F)c(Cl)c3)ccc21. As a reaction SMILES: [Cl:20][c:21]1[cH:22][c:23]([B:28]([OH:29])[OH:30])[cH:24][cH:25][c:26]1[F:27].[O:1]=[C:2]1[c:3]2[cH:4][cH:5][c:6]([O:12][S:13]([C:14]([F:15])([F:16])[F:17])(=[O:18])=[O:19])[cH:7][c:8]2[CH2:9][CH2:10][CH2:11]1>>[O:1]=[C:2]1[c:3]2[cH:4][cH:5][c:6](-[c:23]3[cH:22][c:21]([Cl:20])[c:26]([F:27])[cH:25][cH:24]3)[cH:7][c:8]2[CH2:9][CH2:10][CH2:11]1. The reactants are FC=1C=C2C=C[N+](=CC2=CC1)[O-] (6-fluoroisoquinoline N-oxide), P(=O)(Cl)(Cl)Cl (phosphorus oxychloride), [OH-].[Na+] (NaOH). The solvent is C(Cl)(Cl)Cl (CHCl3). Product: ClC1=NC=CC2=CC(=CC=C12)F (1-chloro-6-fluoro-isoquinoline). The yield is 32.4%. As a reaction SMILES: [F:1][C:2]1[CH:3]=[C:4]2[C:9](=[CH:10][CH:11]=1)[CH:8]=[N+:7]([O-])[CH:6]=[CH:5]2.P(Cl)(Cl)([Cl:15])=O.[OH-].[Na+]>C(Cl)(Cl)Cl>[Cl:15][C:8]1[C:9]2[C:4](=[CH:3][C:2]([F:1])=[CH:11][CH:10]=2)[CH:5]=[CH:6][N:7]=1 |f:2.3|. Reported procedure: To a solution of 6-fluoroisoquinoline N-oxide (3 g, 18 mmol) in CHCl3 (50 mL) is added phosphorus oxychloride (5 mL, 54 mmol). The reaction mixture is refluxed for 2 h. The reaction mixture is poured into ice, and the pH is brought to pH 8-9 with 5 M NaOH. The aqueous phase is extracted with CH2Cl2 (3×). The combined organic layers are dried over MgSO4, and evaporated. Purification of the crude product by Biotage column eluted with 0-30% EtOAc/hexanes afforded 1.06 g (35%) of 1-chloro-6-fluoro-i... Reactants: C1(=CC=C(C=C1)C[C@@H]1CCC(N1CC1=CC=C(C=C1)OC)=O)C1=CC=CC=C1 ((S)-5-biphenyl-4-ylmethyl-1-(4-methoxy-benzyl)-pyrrolidin-2-one), COC(C1=CC=CC=C1)=O (benzoic acid methyl ester), [H-].[Na+] (sodium hydride). Run in [Cl-].[NH4+] (ammonium chloride), C1(=CC=CC=C1)C (toluene). Conditions: time 8 hour. The product is C(C1=CC=CC=C1)(=O)[C@@H]1C(N(C(C1)CC1=CC=C(C=C1)C1=CC=CC=C1)CN1CCCC1)=O ((R/S)-3-Benzoyl-(R)-5-biphenyl-4-ylmethyl-1-pyrrolidin-1-ylmethyl-pyrrolidin-2-one). RXN SMILES: [C:1]1(C2C=CC=CC=2)[CH:6]=[CH:5][C:4]([CH2:7][C@H:8]2[N:12]([CH2:13]C3C=CC(OC)=CC=3)[C:11](=[O:22])[CH2:10][CH2:9]2)=[CH:3][CH:2]=1.CO[C:31](=[O:38])[C:32]1[CH:37]=[CH:36][CH:35]=[CH:34][CH:33]=1.[H-].[Na+]>C1(C)C=CC=CC=1.[Cl-].[NH4+]>[C:31]([C@H:10]1[CH2:9][CH:8]([CH2:7][C:4]2[CH:5]=[CH:6][C:1]([C:4]3[CH:3]=[CH:2][CH:1]=[CH:6][CH:5]=3)=[CH:2][CH:3]=2)[N:12]([CH2:13][N:12]2[CH2:8][CH2:9][CH2:10][CH2:11]2)[C:11]1=[O:22])(=[O:38])[C:32]1[CH:33]=[CH:34][CH:35]=[CH:36][CH:37]=1 |f:2.3,5.6|. Procedure details: Under N2, the mixture of (S)-5-biphenyl-4-ylmethyl-1-pyrrolidin-1-ylmethylpyrrolidin-2-one (3a, R1=pyrrolidinylmethyl) (6.68 g, 20 mmol) and benzoic acid methyl ester (3.0 g, 22 mmol) in 20 mL toluene is heated to reflux, sodium hydride (55% in mineral oil, 1.14 g, 26 mmol) is added, and stirred overnight at reflux. The reaction mixture is diluted with 20 mL saturated aqueous ammonium chloride solution and stirred for 15 min, stop stirring, and remove the lower aqueous layer. the organic phase i...